describe an organic reaction: reactants, conditions, products, and yield From a dataset of the Open Reaction Database (ORD), a public repository of structured organic reaction records. Reactants: CN1C=NC=C1 (1-methylimidazol), ClCC1=CC=C(C=C)C=C1 (p-chloromethylstyrene). Run in ClC(C)(Cl)Cl (1,1,1-trichloroethane), ClC(C)(Cl)Cl (1,1,1-trichloroethane). The product is [Cl-].C[N+]1=CN(C=C1)CC1=CC=C(C=C1)C=C (1-methyl-3-(4-vinylbenzyl)imidazolium chloride). RXN SMILES: [CH3:1][N:2]1[CH:6]=[CH:5][N:4]=[CH:3]1.[Cl:7][CH2:8][C:9]1[CH:16]=[CH:15][C:12]([CH:13]=[CH2:14])=[CH:11][CH:10]=1>ClC(Cl)(Cl)C>[Cl-:7].[CH3:1][N+:2]1[CH:6]=[CH:5][N:4]([CH2:8][C:9]2[CH:16]=[CH:15][C:12]([CH:13]=[CH2:14])=[CH:11][CH:10]=2)[CH:3]=1 |f:3.4|. Procedure: To a solution of 37.0 g (0.45 mol) of 1-methylimidazol in 200 ml of 1,1,1-trichloroethane was added dropwise a solution of 68.7 g (0.45 mol) of p-chloromethylstyrene in 100 ml of 1,1,1-trichloroethane at room temperature while stirring. After the addition, the mixture was stirred at 65° C. for 10 hours. The resulting product was separated from the reaction mixture, washed with 100 ml of 1,1,1--trichloroethane twice, and dried at 65° C. at 0.1 mmHg for two hours to give 1-methyl-3-(4-vinylbenzyl)...